Dataset: the Open Reaction Database (ORD), a public repository of structured organic reaction records. Task: describe an organic reaction: reactants, conditions, products, and yield The reactants are CN1C(=NC(=C1)[N+](=O)[O-])C(=O)O (1-methyl-4-nitroimidazole-2-carboxylic acid), C(C(=O)Cl)(=O)Cl (oxalyl chloride). The solvent is C1CCOC1 (THF). The product is CN1C(=NC(=C1)[N+](=O)[O-])C(=O)Cl (1-methyl-4-nitroimidazole-2-carbonyl chloride). Reaction SMILES: [CH3:1][N:2]1[CH:6]=[C:5]([N+:7]([O-:9])=[O:8])[N:4]=[C:3]1[C:10]([OH:12])=O.C(Cl)(=O)C([Cl:16])=O>C1COCC1>[CH3:1][N:2]1[CH:6]=[C:5]([N+:7]([O-:9])=[O:8])[N:4]=[C:3]1[C:10]([Cl:16])=[O:12]. Procedure: To a solution of 1-methyl-4-nitroimidazole-2-carboxylic acid (2.0 g, 0.012 mol) in dry THF (20 mL) was slowly added oxalyl chloride (6 mL). The solution was heated to reflux for 45 minutes, and the solvent and excess oxalyl chloride were removed under reduced pressure to give 1-methyl-4-nitroimidazole-2-carbonyl chloride as a yellow powder which was coevaporated with dry CH2Cl2 (15 mL). Starting materials: CO, ON=C(c1cccc(N2CCOCC2)c1)C(F)(F)F, [NH4+], [OH-]. Yields the product NC(c1cccc(N2CCOCC2)c1)C(F)(F)F. RXN SMILES: [CH3:22][OH:23].[F:1][C:2]([C:3](=[N:4][OH:5])[c:6]1[cH:7][c:8]([N:12]2[CH2:13][CH2:14][O:15][CH2:16][CH2:17]2)[cH:9][cH:10][cH:11]1)([F:18])[F:19].[NH4+:20].[OH-:21]>>[F:1][C:2]([CH:3]([NH2:4])[c:6]1[cH:7][c:8]([N:12]2[CH2:13][CH2:14][O:15][CH2:16][CH2:17]2)[cH:9][cH:10][cH:11]1)([F:18])[F:19]. The reactants are FC1=CC=C(C=C1)C1=CC=C(C=C1)C(CCO)(C)O (3-(4'-fluoro-4-biphenylyl)-1,3-butanediol), N1=CC=CC=C1 (pyridine), N1=CC=CC=C1 (pyridine), P(Br)(Br)Br (PBr3). Solvent: C1=CC=CC=C1 (benzene). Yields the product BrCCC(C)(O)C1=CC=C(C=C1)C1=CC=C(C=C1)F (1-bromo-3-(4'-fluoro-4-biphenylyl)-butan-3-ol). As a reaction SMILES: [F:1][C:2]1[CH:7]=[CH:6][C:5]([C:8]2[CH:13]=[CH:12][C:11]([C:14]([OH:19])([CH3:18])[CH2:15][CH2:16]O)=[CH:10][CH:9]=2)=[CH:4][CH:3]=1.N1C=CC=CC=1.P(Br)(Br)[Br:27]>C1C=CC=CC=1>[Br:27][CH2:16][CH2:15][C:14]([C:11]1[CH:12]=[CH:13][C:8]([C:5]2[CH:6]=[CH:7][C:2]([F:1])=[CH:3][CH:4]=2)=[CH:9][CH:10]=1)([OH:19])[CH3:18]. Reported procedure: A solution of 2.6 g. of 3-(4'-fluoro-4-biphenylyl)-1,3-butanediol in 10 ml. of pyridine is added dropwise, at -5°, while stirring, to a mixture of 1 g. of PBr3, 1 ml. of pyridine and 3 ml. of benzene. The reaction mixture is then stirred for 24 hours at 20° and worked up in the customary manner to give 1-bromo-3-(4'-fluoro-4-biphenylyl)-butan-3-ol, m.p. 72° -74°.